From a dataset of the Open Reaction Database (ORD), a public repository of structured organic reaction records. describe an organic reaction: reactants, conditions, products, and yield Starting materials: O (water), C12(CC3CC(CC(C1)C3)C2)CCNC2=C(C=C(C=C2)[N+](=O)[O-])F (N-(2-(adamantan-1-yl)ethyl)-2-fluoro-4-nitroaniline), Cl (hydrochloric acid). The reagents and catalysts are [Fe] (iron), [Fe] (iron). The solvent is CO (MeOH). Run at time 15 minute. Yields the product C12(CC3CC(CC(C1)C3)C2)CCNC2=C(C=C(C=C2)N)F (N1-(2-(adamantan-1-yl)ethyl)-2-fluorobenzene-1,4-diamine). Yield: 84.4%. RXN SMILES: O.Cl.[C:3]12([CH2:13][CH2:14][NH:15][C:16]3[CH:21]=[CH:20][C:19]([N+:22]([O-])=O)=[CH:18][C:17]=3[F:25])[CH2:12][CH:7]3[CH2:8][CH:9]([CH2:11][CH:5]([CH2:6]3)[CH2:4]1)[CH2:10]2>CO.[Fe]>[C:3]12([CH2:13][CH2:14][NH:15][C:16]3[CH:21]=[CH:20][C:19]([NH2:22])=[CH:18][C:17]=3[F:25])[CH2:4][CH:5]3[CH2:11][CH:9]([CH2:8][CH:7]([CH2:6]3)[CH2:12]1)[CH2:10]2. Procedure details: To a mixture of water (50 mL) and iron powder (0.88 g, 15.8 mmol) at 65° C. was added concentrated hydrochloric acid (1 mL) dropwise and the mixture was stirred for 15 min. The aqueous layer of the mixture was poured out, and a solution of N-(2-(adamantan-1-yl)ethyl)-2-fluoro-4-nitroaniline (0.5 g, 1.57 mmol) in MeOH (50 mL) was added to the above processed iron powder. The mixture was further stirred at 65° C. for 30 min. The mixture was then cooled to rt and filtered. The filtrate was concentr... Reactants: O=C([O-])[O-], CCOCC, O=C(C=Cc1ccccc1)C=Cc1ccccc1, Cl, [Cs+], [Cs+], [Cu+], O=S(=O)([O-])C(F)(F)F, O=C(O)Cc1ccc(I)cc1, [Na+], [OH-], Cc1ccccc1C, c1cnc2c(c1)ccc1cccnc12, c1ccccc1, c1ccc2[nH]cnc2c1. Product: O=C(O)Cc1ccc(-n2cnc3ccccc32)cc1. As a reaction SMILES: [C:53](=[O:54])([O-:55])[O-:56].[CH3:70][CH2:71][O:72][CH2:73][CH3:74].[CH:21](=[CH:22][C:23]([CH:24]=[CH:25][c:26]1[cH:27][cH:28][cH:29][cH:30][cH:31]1)=[O:32])[c:33]1[cH:34][cH:35][cH:36][cH:37][cH:38]1.[ClH:59].[Cs+:57].[Cs+:58].[Cu+:89].[F:81][C:82]([F:83])([F:84])[S:85]([O-:86])(=[O:87])=[O:88].[I:1][c:2]1[cH:3][cH:4][c:5]([CH2:8][C:9](=[O:10])[OH:11])[cH:6][cH:7]1.[Na+:69].[OH-:68].[c:60]1([CH3:61])[c:62]([CH3:63])[cH:64][cH:65][cH:66][cH:67]1.[cH:39]1[cH:40][c:41]2[cH:42][cH:43][c:44]3[c:45]([c:46]2[n:47][cH:48]1)[n:49][cH:50][cH:51][cH:52]3.[cH:75]1[cH:76][cH:77][cH:78][cH:79][cH:80]1.[n:12]1[cH:13][nH:14][c:15]2[c:16]1[cH:17][cH:18][cH:19][cH:20]2>>[c:2]1(-[n:12]2[cH:13][n:14][c:15]3[c:16]2[cH:17][cH:18][cH:19][cH:20]3)[cH:3][cH:4][c:5]([CH2:8][C:9](=[O:10])[OH:11])[cH:6][cH:7]1. Reactants: known compound, COC=1C=C(C=CC1OC)CC#N ((3,4-dimethoxyphenyl)acetonitrile), C(C=C)(=O)OC (methyl acrylate). Run in C(C)(C)(C)O (t-butyl alcohol). The product is COC(CCC(CCC(=O)OC)(C1=CC(=C(C=C1)OC)OC)C#N)=O (dimethyl-4-cyano-4-(3,4-dimethoxyphenyl)pimelate). Yield: 65.4%. RXN SMILES: [CH3:1][O:2][C:3]1[CH:4]=[C:5]([CH2:11][C:12]#[N:13])[CH:6]=[CH:7][C:8]=1[O:9][CH3:10].[C:14]([O:18][CH3:19])(=[O:17])[CH:15]=[CH2:16]>C(O)(C)(C)C>[CH3:19][O:18][C:14](=[O:17])[CH2:15][CH2:16][C:11]([C:12]#[N:13])([C:5]1[CH:6]=[CH:7][C:8]([O:9][CH3:10])=[C:3]([O:2][CH3:1])[CH:4]=1)[CH2:16][CH2:15][C:14]([O:18][CH3:19])=[O:17]. Reported procedure: A mixture of 25 g. (0.141 mole) of the known compound (3,4-dimethoxyphenyl)acetonitrile and 66 ml. of methyl acrylate in 70 ml. of t-butyl alcohol is heated to reflux. The heat is removed and 21.5 ml. of 40% methanolic Triton B in 32 ml. of t-butyl alcohol quickly added. After about 4 hours of heating at reflux the mixture is allowed to cool and taken up in water and benzene. The organic layer is washed successively with 2.5 N hydrochloric acid, water and brine and then evaporated to dryness. Th...